Dataset: the Open Reaction Database (ORD), a public repository of structured organic reaction records. Task: describe an organic reaction: reactants, conditions, products, and yield Reactants: {6-[2-(4-amino-2-chloro-6-cyanophenyl)-7-fluoro-2H-pyrazolo[4,3-c]pyridin-4-ylamino]-pyrimidin-4-yl}-bis-carbamic acid tert-butyl ester, C(C)(C)(C)OC(NC1=NC=NC(=C1)NC1=NC=C(C=2C1=CN(N2)C2=C(C=C(C=C2C#N)N)Cl)F)=O ({6-[2-(4-amino-2-chloro-6-cyanophenyl)-7-fluoro-2H-pyrazolo[4,3-c]pyridin-4-ylamino]-pyrimidin-4-yl}-carbamic acid tert-butyl ester), Cl (HCl), Cl (HCl). Run at time 8 hour. Yields the product C(=O)O.NC=1C=C(C(=C(C#N)C1)N1N=C2C(C(=NC=C2F)NC2=NC=NC(=C2)N)=C1)Cl (5-Amino-2-[4-(6-aminopyrimidin-4-ylamino)-7-fluoropyrazolo[4,3-c]pyridin-2-yl]-3-chlorobenzonitrile formate salt). Isolated yield 56.6%. As a reaction SMILES: C([O:5][C:6](=[O:35])[NH:7][C:8]1[CH:13]=[C:12]([NH:14][C:15]2[C:20]3=[CH:21][N:22]([C:24]4[C:29]([C:30]#[N:31])=[CH:28][C:27]([NH2:32])=[CH:26][C:25]=4[Cl:33])[N:23]=[C:19]3[C:18]([F:34])=[CH:17][N:16]=2)[N:11]=[CH:10][N:9]=1)(C)(C)C.Cl>>[CH:6]([OH:35])=[O:5].[NH2:32][C:27]1[CH:26]=[C:25]([Cl:33])[C:24]([N:22]2[CH:21]=[C:20]3[C:15]([NH:14][C:12]4[CH:13]=[C:8]([NH2:7])[N:9]=[CH:10][N:11]=4)=[N:16][CH:17]=[C:18]([F:34])[C:19]3=[N:23]2)=[C:29]([CH:28]=1)[C:30]#[N:31] |f:2.3|. Procedure: A mixture of {6-[2-(4-amino-2-chloro-6-cyanophenyl)-7-fluoro-2H-pyrazolo[4,3-c]pyridin-4-ylamino]-pyrimidin-4-yl}-bis-carbamic acid tert-butyl ester and {6-[2-(4-amino-2-chloro-6-cyanophenyl)-7-fluoro-2H-pyrazolo[4,3-c]pyridin-4-ylamino]-pyrimidin-4-yl}-carbamic acid tert-butyl ester (66 mg, ˜0.12 mmol) in HCl (4 N in dioxane, 5.0 mL, 20 mmol) was stirred at room temperature overnight. Additional HCl (4 N in dioxane, 1.0 mL, 10 mmol) was added and the reaction mixture was heated at 40° C. for 7 ... Starting materials: O=C([O-])[O-], NC1CCN(Cc2ccccc2)C1, Clc1cncc(Cl)n1, [Cs+], [Cs+], CC(=O)[O-], CC(=O)[O-], C1COCCO1, O, [Pd+2], c1ccc(P(c2ccccc2)c2ccc3ccccc3c2-c2c(P(c3ccccc3)c3ccccc3)ccc3ccccc23)cc1. Yields the product Clc1cncc(NC2CCN(Cc3ccccc3)C2)n1. RXN SMILES: [C:68](=[O:69])([O-:70])[O-:71].[CH2:55]([c:56]1[cH:57][cH:58][cH:59][cH:60][cH:61]1)[N:62]1[CH2:63][CH:64]([NH2:67])[CH2:65][CH2:66]1.[Cl:47][c:48]1[n:49][c:50]([Cl:54])[cH:51][n:52][cH:53]1.[Cs+:72].[Cs+:73].[O-:81][C:82]([CH3:83])=[O:84].[O-:85][C:86]([CH3:87])=[O:88].[O:74]1[CH2:75][CH2:76][O:77][CH2:78][CH2:79]1.[OH2:89].[Pd+2:80].[c:1]1([P:2]([c:3]2[cH:4][cH:5][cH:6][cH:7][cH:8]2)[c:9]2[cH:10][cH:11][c:12]3[c:13]([cH:14][cH:15][cH:16][cH:17]3)[c:18]2-[c:19]2[c:20]3[c:21]([cH:22][cH:23][cH:24][cH:25]3)[cH:26][cH:27][c:28]2[P:29]([c:30]2[cH:31][cH:32][cH:33][cH:34][cH:35]2)[c:36]2[cH:37][cH:38][cH:39][cH:40][cH:41]2)[cH:42][cH:43][cH:44][cH:45][cH:46]1>>[c:48]1([NH:67][CH:64]2[CH2:63][N:62]([CH2:55][c:56]3[cH:57][cH:58][cH:59][cH:60][cH:61]3)[CH2:66][CH2:65]2)[n:49][c:50]([Cl:54])[cH:51][n:52][cH:53]1. Starting materials: CC1=C(C(=C(S1)C(=O)O)N)Br (methyl 3-amino-4-bromo-2-thenoic acid), COC(N(C)C)OC (N,N-dimethylformamide dimethyl acetal), C1(=CC=CC=C1)C (toluene). Product: BrC=1C(=C(SC1)C(=O)OC)N=CN(C)C (Methyl 4-bromo-3-(dimethylaminomethylene)amino-2-thenoate). RXN SMILES: C[C:2]1[S:6][C:5]([C:7]([OH:9])=[O:8])=[C:4]([NH2:10])[C:3]=1[Br:11].CO[CH:14](OC)[N:15]([CH3:17])[CH3:16].[C:20]1(C)C=CC=CC=1>>[Br:11][C:3]1[C:4]([N:10]=[CH:14][N:15]([CH3:17])[CH3:16])=[C:5]([C:7]([O:9][CH3:20])=[O:8])[S:6][CH:2]=1. Reported procedure: A solution of methyl 3-amino-4-bromo-2-thenoic acid (for preparator, see J. Gen. Chem. USSR, (1964), 34, 961) (5 g) and N,N-dimethylformamide dimethyl acetal (5 g) in toluene (30 ml) were heated under reflux for 8 hours. On cooling the solvent was removed and the residue purified by silica gel chromatography eluting with ethyl acetate: light petroleum (b.p. 60-80° C.) (1:3) to give the title compound. Reactants: NC1=CC=C(C=C1)S (4-aminothiophenol), ClC1=C/C(/NC2=CC=CC=C12)=C/1\C(=NNC1=O)CCC ((Z)-4-(4-chloroquinolin-2(1H)-ylidene)-3-propyl-1H-pyrazol-5(4H)-one), C21H20N4OS. Solvent: C(C)O (ethanol). Run at temperature 180 celsius. The product is NC1=CC=C(C=C1)SC1=C/C(/NC2=CC=CC=C12)=C/1\C(=NNC1=O)CCC ((Z)-4-(4-(4-aminophenylthio)quinolin-2(1H)-ylidene)-3-propyl-1H-pyrazol-5(4H)-one). Reaction SMILES: Cl[C:2]1[C:11]2[C:6](=[CH:7][CH:8]=[CH:9][CH:10]=2)[NH:5]/[C:4](=[C:12]2/[C:13]([CH2:18][CH2:19][CH3:20])=[N:14][NH:15][C:16]/2=[O:17])/[CH:3]=1.[NH2:21][C:22]1[CH:27]=[CH:26][C:25]([SH:28])=[CH:24][CH:23]=1>C(O)C>[NH2:21][C:22]1[CH:27]=[CH:26][C:25]([S:28][C:2]2[C:11]3[C:6](=[CH:7][CH:8]=[CH:9][CH:10]=3)[NH:5]/[C:4](=[C:12]3/[C:13]([CH2:18][CH2:19][CH3:20])=[N:14][NH:15][C:16]/3=[O:17])/[CH:3]=2)=[CH:24][CH:23]=1. Reported procedure: (Z)-4-(4-chloroquinolin-2(1H)-ylidene)-3-propyl-1H-pyrazol-5(4H)-one (0.045 g, 0.013 mmol) was dissolved in ethanol (1.5 mL) and 4-aminothiophenol (0.017 g, 0.013 mmol) was added. The reaction mixture was heated to 180° C. using a microwave reactor for 5-10 minutes. The mixture was then concentrated and purified by LC-MS to give Example 25. 1H NMR (400 MHz, DMSO-d6) δ ppm 0.78 (t, J=7.45 Hz, 3H) 1.30-1.40 (m, 2H) 2.22-2.32 (m, 2H) 6.77 (d, J=8.34 Hz, 3H) 7.33 (d, J=8.59 Hz, 2H) 7.60 (t, J=7.33 H... Reactants: N#CCC(=O)O, CC(=O)OC(C)=O, c1ccc2[nH]ccc2c1. Product: N#CCC(=O)c1c[nH]c2ccccc12. As a reaction SMILES: [C:1](#[N:2])[CH2:3][C:4](=[O:5])[OH:6].[CH3:16][C:17]([O:18][C:19](=[O:20])[CH3:21])=[O:22].[nH:7]1[cH:8][cH:9][c:10]2[cH:11][cH:12][cH:13][cH:14][c:15]12>>[C:1](#[N:2])[CH2:3][C:4](=[O:6])[c:9]1[cH:8][nH:7][c:15]2[c:10]1[cH:11][cH:12][cH:13][cH:14]2. The reactants are ClC1=C(C(=CC=C1)Cl)N=C1N(CCN1)OCC1=C2C(=C(N=C1)C)OC(OC2)(C)C (5-[{[2-[(2,6-dichlorophenyl)imino]-1-imidazolidinyl]oxy}methyl]-2,2,8-trimethyl-4H-m-dioxino[4,5-c]pyridine), Cl (hydrochloric acid). The solvent is C(C)O (ethanol). Reaction conditions: time 2 day. Product: Cl.Cl.ClC1=C(C(=CC=C1)Cl)N=C1N(CCN1)OCC=1C(=C(C(=NC1)C)O)CO (5-[{[2-[(2,6-dichlorophenyl)imino]-1-imidazolidinyl]oxy}methyl]-3-hydroxy-2-methyl-4-pyridinemethanol dihydrochloride). As a reaction SMILES: [Cl:1][C:2]1[CH:7]=[CH:6][CH:5]=[C:4]([Cl:8])[C:3]=1[N:9]=[C:10]1[NH:14][CH2:13][CH2:12][N:11]1[O:15][CH2:16][C:17]1[CH:22]=[N:21][C:20]([CH3:23])=[C:19]2[O:24]C(C)(C)[O:26][CH2:27][C:18]=12.[ClH:30]>C(O)C>[ClH:1].[ClH:30].[Cl:8][C:4]1[CH:5]=[CH:6][CH:7]=[C:2]([Cl:1])[C:3]=1[N:9]=[C:10]1[NH:14][CH2:13][CH2:12][N:11]1[O:15][CH2:16][C:17]1[C:18]([CH2:27][OH:26])=[C:19]([OH:24])[C:20]([CH3:23])=[N:21][CH:22]=1 |f:3.4.5|. Procedure: 3.7 g. of 5-[{[2-[(2,6-dichlorophenyl)imino]-1-imidazolidinyl]oxy}methyl]-2,2,8-trimethyl-4H-m-dioxino[4,5-c]pyridine are dissolved in 50 ml. of ethanol, 50 ml. of 3 N hydrochloric acid are added at room temperature and the mixture is left to stand for two days. The solution is evaporated and the residue is recrystallized from methanol/acetonitrile, whereupon 5-[{[2-[(2,6-dichlorophenyl)imino]-1-imidazolidinyl]oxy}methyl]-3-hydroxy-2-methyl-4-pyridinemethanol dihydrochloride, m.p. 216°-218°, is ... Starting materials: C(CCl)Cl (EDC), C=1C=CC2=C(C1)N=NN2O (HOBT), solution, [OH-].[NH4+] (ammonium hydroxide), C(C)(C)C(N1C2=C(N(C(C(C1=O)(C)CC(=O)O)=O)C1=CC=CC=C1)C=CC=C2)(C(N)=O)C2=CC=CC=C2 ([1-(Isopropyl-phenyl-carbamoylmethyl)-3-methyl-2,4-dioxo-5-phenyl-2,3,4,5-tetrahydro-1H-benzo[b][1,4]diazepin-3-yl]-acetic acid), C(C1=CC=CC=C1)OC(=O)CC1(C(N(C2=C(N(C1=O)C(C(N)=O)(C1=CC=C(C=C1)OC)C(C)C)C=CC=C2)C2=CC=CC=C2)=O)CC(=O)O ({3-(Benzyloxycarbonyl-methyl)-1-[isopropyl-(4-methoxy-phenyl)-carbamoylmethyl]-2,4-dioxo-5-phenyl-2,3,4,5-tetrahydro-1H-benzo[b][1,4]diazepin-3-yl}acetic acid). Run in CN(C)C=O (DMF), CCOC(=O)C (EtOAc). Conditions: time 5 minute. The product is C(C)(C)C(N1C2=C(N(C(C(C1=O)(C)CC(=O)N)=O)C1=CC=CC=C1)C=CC=C2)(C(N)=O)C2=CC=CC=C2 (2-[1-(Isopropyl-phenyl-carbamoylmethyl)-3-methyl-2,4-dioxo-5-phenyl-2,3,4,5-tetrahydro-1H-benzo[b][1,4]diazepine-3-yl]acetamide). Reaction SMILES: [CH:1]([C:4]([C:32]1[CH:37]=[CH:36][CH:35]=[CH:34][CH:33]=1)([C:29](=[O:31])[NH2:30])N1C(=O)C(CC(O)=O)(C)C(=O)N(C2C=CC=CC=2)C2C=CC=CC1=2)([CH3:3])[CH3:2].C(O[C:46]([CH2:48][C:49]1([CH2:83]C(O)=O)[C:55](=[O:56])[N:54](C(C(C)C)(C2C=CC(OC)=CC=2)C(=O)N)[C:53]2[CH:72]=[CH:73][CH:74]=[CH:75][C:52]=2[N:51]([C:76]2[CH:81]=[CH:80][CH:79]=[CH:78][CH:77]=2)[C:50]1=[O:82])=[O:47])C1C=CC=CC=1.C(Cl)CCl.C1C=CC2N(O)N=[N:97]C=2C=1.[OH-].[NH4+]>CN(C=O)C.CCOC(C)=O>[CH:1]([C:4]([C:32]1[CH:37]=[CH:36][CH:35]=[CH:34][CH:33]=1)([C:29](=[O:31])[NH2:30])[N:51]1[C:50](=[O:82])[C:49]([CH2:48][C:46]([NH2:97])=[O:47])([CH3:83])[C:55](=[O:56])[N:54]([C:53]2[CH:52]=[CH:75][CH:74]=[CH:73][CH:72]=2)[C:81]2[CH:80]=[CH:79][CH:78]=[CH:77][C:76]1=2)([CH3:3])[CH3:2] |f:4.5|. Procedure details: To a stirring solution of 233 mg (0.47 mmol) of [1-(Isopropyl-phenyl-carbamoylmethyl)-3-methyl-2,4-dioxo-5-phenyl-2,3,4,5-tetrahydro-1H-benzo[b][1,4]diazepin-3-yl]-acetic acid, prepared as in Intermediate 7, in 2 mL DMF is added 98 mg (0.51 mmol, 1.1 equiv) of EDC and 76 mg (0.56 mmol, 1.2 equiv) of HOBT. The resulting solution is stirred 5 min, then 75 mL (0.61 mmol, 1.3 equiv) of a 30% solution of ammonium hydroxide is added. The solution is stirred 2 h at RT, then poured into 30 mL of EtOAc a... Solvent: C1CCOC1 (THF). The reactants are COC1=CC=C(CN2N=C(C=3C2=NC=CC3OC3=CC=C(C=C3)[N+](=O)[O-])C)C=C1 (1-(4-methoxybenzyl)-3-methyl-4-(4-nitrophenoxy)-1H-pyrazolo[3,4-b]pyridine), Cl (HCl), CO (MeOH), [NH4+].[Cl-] (NH4Cl). Reagents/catalysts: [Zn] (zinc), [Zn] (zinc). Reported procedure: To a 100 mL round-bottomed flask with stir bar containing 1-(4-methoxybenzyl)-3-methyl-4-(4-nitrophenoxy)-1H-pyrazolo[3,4-b]pyridine (0.185 g, 0.474 mmol) was added MeOH (10 mL) and THF (10 mL) followed by zinc (0.155 g, 2.37 mmol). Next, saturated NH4Cl (0.5 mL) was added with stirring. Concentrated HCl (0.5 mL) was added until all solids dissolved (except for some zinc powder) and the pH had dropped to 2. The reaction was stirred for 18 hours at room temperature. The reaction was concentrated ... Reaction SMILES: [CH3:1][O:2][C:3]1[CH:29]=[CH:28][C:6]([CH2:7][N:8]2[C:12]3=[N:13][CH:14]=[CH:15][C:16]([O:17][C:18]4[CH:23]=[CH:22][C:21]([N+:24]([O-])=O)=[CH:20][CH:19]=4)=[C:11]3[C:10]([CH3:27])=[N:9]2)=[CH:5][CH:4]=1.CO.[NH4+].[Cl-].Cl>[Zn].C1COCC1>[CH3:1][O:2][C:3]1[CH:4]=[CH:5][C:6]([CH2:7][N:8]2[C:12]3=[N:13][CH:14]=[CH:15][C:16]([O:17][C:18]4[CH:23]=[CH:22][C:21]([NH2:24])=[CH:20][CH:19]=4)=[C:11]3[C:10]([CH3:27])=[N:9]2)=[CH:28][CH:29]=1 |f:2.3|. The product is COC1=CC=C(CN2N=C(C=3C2=NC=CC3OC3=CC=C(N)C=C3)C)C=C1 (4-(1-(4-methoxybenzyl)-3-methyl-1H-pyrazolo[3,4-b]pyridin-4-yloxy)aniline). Isolated yield 93.7%.